From a dataset of the Open Reaction Database (ORD), a public repository of structured organic reaction records. describe an organic reaction: reactants, conditions, products, and yield Starting materials: CN(C)S(=O)(=O)c1ccc(C(F)(F)F)cc1[N+](=O)[O-], CCOC(C)=O, [H][H]. Yields the product CN(C)S(=O)(=O)c1ccc(C(F)(F)F)cc1N. Reaction SMILES: [CH3:1][N:2]([S:3](=[O:4])(=[O:5])[c:6]1[c:7]([N+:16]([O-:17])=[O:18])[cH:8][c:9]([C:12]([F:13])([F:14])[F:15])[cH:10][cH:11]1)[CH3:19].[CH3:22][CH2:23][O:24][C:25](=[O:26])[CH3:27].[H:20][H:21]>>[CH3:1][N:2]([S:3](=[O:4])(=[O:5])[c:6]1[c:7]([NH2:16])[cH:8][c:9]([C:12]([F:13])([F:14])[F:15])[cH:10][cH:11]1)[CH3:19].